Dataset: the Open Reaction Database (ORD), a public repository of structured organic reaction records. Task: describe an organic reaction: reactants, conditions, products, and yield The reactants are NC1CC1, [Cl-], ClCCl, CN(C)C=O, O=C1CC(c2cccc(-c3ccnc(CO)c3)c2)=Nc2cc(OCC(F)(F)F)c(C(F)(F)F)cc2N1, O=S(Cl)Cl. Product: O=C1CC(c2cccc(-c3ccnc(CNC4CC4)c3)c2)=Nc2cc(OCC(F)(F)F)c(C(F)(F)F)cc2N1. Reaction SMILES: [CH:42]1([NH2:45])[CH2:43][CH2:44]1.[Cl-:41].[Cl:46][CH2:47][Cl:48].[O:49]=[CH:50][N:51]([CH3:52])[CH3:53].[OH:1][CH2:2][c:3]1[n:4][cH:5][cH:6][c:7](-[c:9]2[cH:10][c:11]([C:15]3=[N:16][c:17]4[c:18]([cH:23][c:24]([C:33]([F:34])([F:35])[F:36])[c:25]([O:27][CH2:28][C:29]([F:30])([F:31])[F:32])[cH:26]4)[NH:19][C:20](=[O:22])[CH2:21]3)[cH:12][cH:13][cH:14]2)[cH:8]1.[S:37]([Cl:38])([Cl:39])=[O:40]>>[CH2:2]([c:3]1[n:4][cH:5][cH:6][c:7](-[c:9]2[cH:10][c:11]([C:15]3=[N:16][c:17]4[c:18]([cH:23][c:24]([C:33]([F:34])([F:35])[F:36])[c:25]([O:27][CH2:28][C:29]([F:30])([F:31])[F:32])[cH:26]4)[NH:19][C:20](=[O:22])[CH2:21]3)[cH:12][cH:13][cH:14]2)[cH:8]1)[NH:45][CH:42]1[CH2:43][CH2:44]1. Reactants: [Na].C(CC(=O)C)(=O)OC (Methyl acetoacetate sodium salt), C(CC(=O)C)(=O)OC (methyl acetoacetate), C[O-].[Na+] (sodium methoxide), ClC(=O)C(C(=O)OCC)C (ethyl 2-chloroformylpropanoate), resultant mixture. Run in C1(=CC=CC=C1)C (toluene), C1(=CC=CC=C1)C (toluene). Product: O=C(C(C(=O)OCC)C)C(C(C)=O)C(=O)OC (ethyl 3,5-dioxo-4-methoxycarbonyl-2-methylhexanoate). As a reaction SMILES: [Na].[C:2]([O:8][CH3:9])(=[O:7])[CH2:3][C:4]([CH3:6])=[O:5].C(OC)(=O)CC(C)=O.C[O-].[Na+].Cl[C:22]([CH:24]([CH3:30])[C:25]([O:27][CH2:28][CH3:29])=[O:26])=[O:23]>C1(C)C=CC=CC=1>[O:23]=[C:22]([CH:3]([C:2]([O:8][CH3:9])=[O:7])[C:4](=[O:5])[CH3:6])[CH:24]([CH3:30])[C:25]([O:27][CH2:28][CH3:29])=[O:26] |f:0.1,3.4,^1:0|. Reported procedure: Methyl acetoacetate sodium salt (1.24 g; 9 mmole) prepared from methyl acetoacetate and sodium methoxide was suspended in dry toluene (10 ml), and a solution of ethyl 2-chloroformylpropanoate (1.12 g; 6.8 mmole) in dry toluene (5 ml) was dropwise added thereto at room temperature. The resultant mixture was stirred at the same temperature for 1 hour, and insoluble materials were removed by filtration. The filtrate was concentrated at 40° C. under reduced pressure, and the residue was purified by ...